Dataset: the Open Reaction Database (ORD), a public repository of structured organic reaction records. Task: describe an organic reaction: reactants, conditions, products, and yield The solvent is C(C)N(CC)CC.C1(=CC=CC=C1)C (triethyl amine toluene). Reaction SMILES: [NH2:1][C:2]1[CH:10]=[CH:9][CH:8]=[C:7]([CH3:11])[C:3]=1[C:4]([OH:6])=[O:5].[F:12][C:13]1[CH:21]=[CH:20][CH:19]=[C:18]([F:22])[C:14]=1[C:15](Cl)=O.C(NC1C=CC2N=C(C3C(F)=CC=CC=3F)OC(=O)C=2C=1)(=O)C>C(N(CC)CC)C.C1(C)C=CC=CC=1>[F:12][C:13]1[CH:21]=[CH:20][CH:19]=[C:18]([F:22])[C:14]=1[C:15]1[O:5][C:4](=[O:6])[C:3]2[C:7]([CH3:11])=[CH:8][CH:9]=[CH:10][C:2]=2[N:1]=1 |f:3.4|. Procedure: 2-Amino-6-methylbenzoic acid (0.498 g), 2,6-difluorobenzoyl chloride (0.93 mL) and triethyl amine/toluene (1/1) (20 mL) were reacted as described under (10). The product is FC1=C(C(=CC=C1)F)C=1OC(C2=C(N1)C=CC=C2C)=O (2-(2,6-Difluoro-phenyl)-5-methyl-benzo[d][1,3]oxazin-4-one). The reactants are NC1=C(C(=O)O)C(=CC=C1)C (2-Amino-6-methylbenzoic acid), FC1=C(C(=O)Cl)C(=CC=C1)F (2,6-difluorobenzoyl chloride), C(C)(=O)NC1=CC2=C(N=C(OC2=O)C2=C(C=CC=C2F)F)C=C1 (6-Acetamido-(2,6-difluoro-phenyl)-benzo[d][1,3]oxazin-4-one). The reactants are CC(C)N1C2=CC=CC=C2C(=C1C=CC(CC(CC(=O)OC(C)(C)C)O)O)C3=CC=C(C=C3)F (fluvastatin tert-butyl ester), CO (MeOH), [OH-].[Na+] (NaOH). The solvent is O (water), O (water). Conditions: temperature 35 celsius, time 4.5 hour. Product: CC(C)N1C=2C=CC=CC2C(=C1/C=C/C(CC(CC(=O)[O-])O)O)C=3C=CC(=CC3)F.[Na+] (fluvastatin sodium). Isolated yield 85.7%. As a reaction SMILES: [CH3:1][CH:2]([N:4]1[C:12]([CH:13]=[CH:14][CH:15]([OH:27])[CH2:16][CH:17]([OH:26])[CH2:18][C:19]([O:21]C(C)(C)C)=[O:20])=[C:11]([C:28]2[CH:33]=[CH:32][C:31]([F:34])=[CH:30][CH:29]=2)[C:10]2[C:5]1=[CH:6][CH:7]=[CH:8][CH:9]=2)[CH3:3].CO.[OH-].[Na+:38]>O>[CH3:3][CH:2]([N:4]1[C:12](/[CH:13]=[CH:14]/[CH:15]([OH:27])[CH2:16][CH:17]([OH:26])[CH2:18][C:19]([O-:21])=[O:20])=[C:11]([C:28]2[CH:29]=[CH:30][C:31]([F:34])=[CH:32][CH:33]=2)[C:10]2[CH:9]=[CH:8][CH:7]=[CH:6][C:5]1=2)[CH3:1].[Na+:38] |f:2.3,5.6|. Procedure details: A 100 ml round bottom flask was loaded with fluvastatin tert-butyl ester (4.0 g, 8.56 mmole), MeOH (24 ml) and NaOH (0.35 g) in water (2 ml). The mixture was heated to 35° C. After 2 h water (10 ml) was added and the mixture was stirred for another 4.5 h then the MeOH was evaporated. The volume of the water was completed to 8 vol. and the mixture was extracted with EtOAc (24 ml). The aqua solution was evaporated to contain ca. 1 vol. water and ACN (60 ml) was added. The solution was stirred at r... The reactants are CSc1nccc(Cl)n1, Cc1ccc(COC(=O)N2CCC(CN)CC2)cc1. Yields the product CSc1nccc(NCC2CCN(C(=O)OCc3ccc(C)cc3)CC2)n1. As a reaction SMILES: [Cl:1][c:2]1[n:3][c:4]([S:8][CH3:9])[n:5][cH:6][cH:7]1.[NH2:10][CH2:11][CH:12]1[CH2:13][CH2:14][N:15]([C:18](=[O:19])[O:20][CH2:21][c:22]2[cH:23][cH:24][c:25]([CH3:28])[cH:26][cH:27]2)[CH2:16][CH2:17]1>>[c:2]1([NH:10][CH2:11][CH:12]2[CH2:13][CH2:14][N:15]([C:18](=[O:19])[O:20][CH2:21][c:22]3[cH:23][cH:24][c:25]([CH3:28])[cH:26][cH:27]3)[CH2:16][CH2:17]2)[n:3][c:4]([S:8][CH3:9])[n:5][cH:6][cH:7]1.